From a dataset of the Open Reaction Database (ORD), a public repository of structured organic reaction records. describe an organic reaction: reactants, conditions, products, and yield The reactants are N12CC(C(CC1)CC2)NC(C2=C(C=C(C(=C2)Cl)NC)OC)=O (N-(1-Azabicyclo[2.2.2]oct-3-yl)-5-chloro-2-methoxy-4-methylaminobenzamide), C(\C=C\C(=O)[O-])(=O)[O-] (fumarate). Product: Cl.N12CC(C(CC1)CC2)[NH+](C(C2=C(C=C(C(=C2)Cl)NC)OC)=O)[O-] (N-(1-Azabicyclo[2.2.2]oct-3-yl)-5-chloro-2-methoxy-4-methylaminobenzamide-N-oxide, hydrochloride). As a reaction SMILES: [N:1]12[CH2:8][CH2:7][CH:4]([CH2:5][CH2:6]1)[CH:3]([NH:9][C:10](=[O:22])[C:11]1[CH:16]=[C:15]([Cl:17])[C:14]([NH:18][CH3:19])=[CH:13][C:12]=1[O:20][CH3:21])[CH2:2]2.C([O-])(=O)/C=C/C([O-])=[O:27]>>[ClH:17].[N:1]12[CH2:8][CH2:7][CH:4]([CH2:5][CH2:6]1)[CH:3]([NH+:9]([O-:27])[C:10](=[O:22])[C:11]1[CH:16]=[C:15]([Cl:17])[C:14]([NH:18][CH3:19])=[CH:13][C:12]=1[O:20][CH3:21])[CH2:2]2 |f:2.3|. Procedure details: N-(1-Azabicyclo[2.2.2]oct-3-yl)-5-chloro-2-methoxy-4-methylaminobenzamide, fumarate [1:1] is converted to the free base by partitioning with aqueous sodium hydroxide and methylene chloride. Using the procedure of Example 1, the free base is reacted with peracetic acid to obtain the N-oxide and finally with hydrogen chloride in isopropanol to give the hydrochloride. Starting materials: CC1CN(C(=O)OC(C)(C)C)CC2Cc3ccc(Br)nc3N12, [Li]CCCC, CCSSCC, CC(=O)[O-], CO, [NH4+], C1CCOC1, O. Yields the product CCSc1ccc2c(n1)N1C(C)CN(C(=O)OC(C)(C)C)CC1C2. As a reaction SMILES: [C:6]([CH3:7])([CH3:8])([CH3:9])[O:10][C:11](=[O:12])[N:13]1[CH2:14][CH:15]2[CH2:16][c:17]3[cH:18][cH:19][c:20]([Br:27])[n:21][c:22]3[N:23]2[CH:24]([CH3:26])[CH2:25]1.[CH2:1]([Li:2])[CH2:3][CH2:4][CH3:5].[CH2:28]([CH3:29])[S:30][S:31][CH2:32][CH3:33].[CH3:35][C:36](=[O:37])[O-:38].[CH3:44][OH:45].[NH4+:34].[O:39]1[CH2:40][CH2:41][CH2:42][CH2:43]1.[OH2:46]>>[C:6]([CH3:7])([CH3:8])([CH3:9])[O:10][C:11](=[O:12])[N:13]1[CH2:14][CH:15]2[CH2:16][c:17]3[cH:18][cH:19][c:20]([S:30][CH2:28][CH3:29])[n:21][c:22]3[N:23]2[CH:24]([CH3:26])[CH2:25]1. The reactants are [O-]CC.[Na+] (sodium ethoxide), Cl (HCl), O=C1NC2=CC(=CC=C2C1)C(=O)C=1C=C(C=CC1)NC(=O)C=1SC(=CC1)C(C)=O (5-Acetyl-thiophene-2-carboxylic acid [3-(2-oxo-2,3-dihydro-1H-indole-6-carbonyl)-phenyl]-amide), C(=O)OCC (ethyl formate). Run in C(C)O (ethanol), C(C)O (ethanol). Reaction conditions: temperature 78 celsius. Product: OC=C1C(NC2=CC(=CC=C12)C(=O)C=1C=C(C=CC1)NC(=O)C=1SC(=CC1)C(C)=O)=O (5-Acetyl-thiophene-2-carboxylic acid [3-(3-hydroxymethylene-2-oxo-2,3-dihydro-1H-indole-6-carbonyl)-phenyl]-amide). Isolated yield 64.7%. RXN SMILES: [O:1]=[C:2]1[CH2:10][C:9]2[C:4](=[CH:5][C:6]([C:11]([C:13]3[CH:14]=[C:15]([NH:19][C:20]([C:22]4[S:23][C:24]([C:27](=[O:29])[CH3:28])=[CH:25][CH:26]=4)=[O:21])[CH:16]=[CH:17][CH:18]=3)=[O:12])=[CH:7][CH:8]=2)[NH:3]1.[CH:30](OCC)=[O:31].[O-]CC.[Na+].Cl>C(O)C>[OH:31][CH:30]=[C:10]1[C:9]2[C:4](=[CH:5][C:6]([C:11]([C:13]3[CH:14]=[C:15]([NH:19][C:20]([C:22]4[S:23][C:24]([C:27](=[O:29])[CH3:28])=[CH:25][CH:26]=4)=[O:21])[CH:16]=[CH:17][CH:18]=3)=[O:12])=[CH:7][CH:8]=2)[NH:3][C:2]1=[O:1] |f:2.3|. Procedure: 5-Acetyl-thiophene-2-carboxylic acid [3-(2-oxo-2,3-dihydro-1H-indole-6-carbonyl)-phenyl]-amide (1.245 g, 3.077 mmol) and ethyl formate (0.739 mL, 9.23 mmol) were dissolved in anhydrous ethanol (6.16 mL). The resulting solution was treated in dropwise fashion with a 21 wt % solution of sodium ethoxide in ethanol (5.75 mL, 15.38 mmol). This reaction mixture was heated at 78° C. for 1 h, producing a black oil. Subsequently, the reaction mixture was cooled to room temperature, and then the reaction ... The reactants are CC(C)=O, COC(CSc1ccc2ncccc2c1)OC, Cl. The product is O=CCSc1ccc2ncccc2c1. RXN SMILES: [CH3:19][C:20](=[O:21])[CH3:22].[CH3:1][O:2][CH:3]([CH2:4][S:5][c:6]1[cH:7][c:8]2[cH:9][cH:10][cH:11][n:12][c:13]2[cH:14][cH:15]1)[O:16][CH3:17].[ClH:18]>>[O:2]=[CH:3][CH2:4][S:5][c:6]1[cH:7][c:8]2[cH:9][cH:10][cH:11][n:12][c:13]2[cH:14][cH:15]1. The reactants are ClCCl, CC(C)(CCn1cnc(I)c1)NC(=O)OC(C)(C)C, O=C(O)C(F)(F)F. Product: CC(C)(N)CCn1cnc(I)c1. Reaction SMILES: [Cl:27][CH2:28][Cl:29].[I:8][c:9]1[n:10][cH:11][n:12]([CH2:14][CH2:15][C:16]([CH3:17])([CH3:18])[NH:19][C:20](=[O:21])[O:22][C:23]([CH3:24])([CH3:25])[CH3:26])[cH:13]1.[OH:1][C:2]([C:3]([F:4])([F:5])[F:6])=[O:7]>>[I:8][c:9]1[n:10][cH:11][n:12]([CH2:14][CH2:15][C:16]([CH3:17])([CH3:18])[NH2:19])[cH:13]1. Starting materials: N1=CC=C(C=C1)N1N=C(C=C1)C(=O)O (1-(pyridin-4-yl)-1H-pyrazole-3-carboxylic acid), N[C@H](CN1N=C(C=C1)C1=CC(=C(C#N)C(=C1)F)Cl)C ((S)-4-(1-(2-aminopropyl)-1H-pyrazol-3-yl)-2-chloro-6-fluorobenzonitrile). The product is ClC=1C=C(C=C(C1C#N)F)C1=NN(C=C1)C[C@H](C)NC(=O)C1=NN(C=C1)C1=CC=NC=C1 ((S)—N-(1-(3-(3-chloro-4-cyano-5-fluorophenyl)-1H-pyrazol-1-yl)propan-2-yl)-1-(pyridin-4-yl)-1H-pyrazole-3-carboxamide). The yield is 73.7%. Reaction SMILES: [N:1]1[CH:6]=[CH:5][C:4]([N:7]2[CH:11]=[CH:10][C:9]([C:12]([OH:14])=O)=[N:8]2)=[CH:3][CH:2]=1.[NH2:15][C@@H:16]([CH3:33])[CH2:17][N:18]1[CH:22]=[CH:21][C:20]([C:23]2[CH:30]=[C:29]([F:31])[C:26]([C:27]#[N:28])=[C:25]([Cl:32])[CH:24]=2)=[N:19]1>>[Cl:32][C:25]1[CH:24]=[C:23]([C:20]2[CH:21]=[CH:22][N:18]([CH2:17][C@@H:16]([NH:15][C:12]([C:9]3[CH:10]=[CH:11][N:7]([C:4]4[CH:3]=[CH:2][N:1]=[CH:6][CH:5]=4)[N:8]=3)=[O:14])[CH3:33])[N:19]=2)[CH:30]=[C:29]([F:31])[C:26]=1[C:27]#[N:28]. Procedure: The title compound was prepared as described in Example 34(d), starting from 1-(pyridin-4-yl)-1H-pyrazole-3-carboxylic acid (47.5 mg, 0.251 mmol) and (S)-4-(1-(2-aminopropyl)-1H-pyrazol-3-yl)-2-chloro-6-fluorobenzonitrile (70 mg, 0.251 mmol). The precipitate that formed during the reaction was filtered out of the reaction mixture was washed with 2×5 ml of water and dried with vacuum at 40° C. Yield 73.7%. 1H-NMR (400 MHz; DMSO-d6): δ 1.18 (d, 3H), 4.31-4.42 (m, 2H), 4.43-4.54 (m, 1H), 6.90 (d, 1...